This data is from the Open Reaction Database (ORD), a public repository of structured organic reaction records. The task is: describe an organic reaction: reactants, conditions, products, and yield The reactants are C1CCOC1, CNC(=O)CC(c1ccccc1)c1c[nH]c2cccnc12. The product is CNCCC(c1ccccc1)c1c[nH]c2cccnc12. As a reaction SMILES: [CH2:22]1[O:23][CH2:24][CH2:25][CH2:26]1.[CH3:1][NH:2][C:3]([CH2:4][CH:5]([c:6]1[cH:7][nH:8][c:9]2[c:10]1[n:11][cH:12][cH:13][cH:14]2)[c:15]1[cH:16][cH:17][cH:18][cH:19][cH:20]1)=[O:21]>>[CH3:1][NH:2][CH2:3][CH2:4][CH:5]([c:6]1[cH:7][nH:8][c:9]2[c:10]1[n:11][cH:12][cH:13][cH:14]2)[c:15]1[cH:16][cH:17][cH:18][cH:19][cH:20]1. RXN SMILES: [Br:1][c:2]1[c:3]([C:4](=[O:5])[OH:6])[cH:7][c:8]([S:11](=[O:12])(=[O:13])[Cl:14])[cH:9][cH:10]1.[CH2:15]1[CH2:16][S:17][CH2:18][CH2:19][NH:20]1.[CH2:21]([Cl:22])[Cl:23]>>[Br:1][c:2]1[c:3]([C:4](=[O:5])[OH:6])[cH:7][c:8]([S:11](=[O:12])(=[O:13])[CH:16]2[CH2:15][NH:20][CH2:19][CH2:18][S:17]2)[cH:9][cH:10]1. The reactants are O=C(O)c1cc(S(=O)(=O)Cl)ccc1Br, C1CSCCN1, ClCCl. Product: O=C(O)c1cc(S(=O)(=O)C2CNCCS2)ccc1Br. Reactants: COC(=O)c1ccc2c(C3CCCCC3)c(-c3ccccc3)n(CC(=O)N(C)CCN(C)C(=O)OC(C)(C)C)c2c1, CO, Cl, [K+], C1COCCO1, [OH-], O. Yields the product CN(CCN(C)C(=O)OC(C)(C)C)C(=O)Cn1c(-c2ccccc2)c(C2CCCCC2)c2ccc(C(=O)O)cc21. Reaction SMILES: [C:1]([CH3:2])([CH3:3])([CH3:4])[O:5][C:6](=[O:7])[N:8]([CH2:9][CH2:10][N:11]([C:12]([CH2:13][n:14]1[c:15](-[c:33]2[cH:34][cH:35][cH:36][cH:37][cH:38]2)[c:16]([CH:27]2[CH2:28][CH2:29][CH2:30][CH2:31][CH2:32]2)[c:17]2[cH:18][cH:19][c:20]([C:23](=[O:24])[O:25][CH3:26])[cH:21][c:22]12)=[O:39])[CH3:40])[CH3:41].[CH3:52][OH:53].[ClH:44].[K+:43].[O:45]1[CH2:46][CH2:47][O:48][CH2:49][CH2:50]1.[OH-:42].[OH2:51]>>[C:1]([CH3:2])([CH3:3])([CH3:4])[O:5][C:6](=[O:7])[N:8]([CH2:9][CH2:10][N:11]([C:12]([CH2:13][n:14]1[c:15](-[c:33]2[cH:34][cH:35][cH:36][cH:37][cH:38]2)[c:16]([CH:27]2[CH2:28][CH2:29][CH2:30][CH2:31][CH2:32]2)[c:17]2[cH:18][cH:19][c:20]([C:23](=[O:24])[OH:25])[cH:21][c:22]12)=[O:39])[CH3:40])[CH3:41]. Reactants: O (H2O), C(C)N(C(=O)N[C@@H]1CN([C@@H]2CC3=CNC4=CC=CC([C@H]2C1)=C34)CCC)CC (1,1-diethyl-3-(6-n-propyl-8α-ergolinyl)urea), [OH-].[K+] (KOH), C(CC)I (n-propyl iodide). Reagents/catalysts: S(=O)(=O)(O)[O-].C(CCC)[N+](CCCC)(CCCC)CCCC (tetrabutylammonium hydrogen sulfate). The solvent is O1CCCC1 (tetrahydrofuran). The product is C(C)N(C(=O)N[C@@H]1CN([C@@H]2CC3=CN(C4=CC=CC([C@H]2C1)=C34)CCC)CCC)CC (1,1-Diethyl-3-(1,6-di-n-propyl-8α-ergolinyl) urea). RXN SMILES: [CH2:1]([N:3]([CH2:26][CH3:27])[C:4]([NH:6][C@H:7]1[CH2:21][C@H:20]2[C@@H:10]([CH2:11][C:12]3[C:22]4[C:15](=[CH:16][CH:17]=[CH:18][C:19]2=4)[NH:14][CH:13]=3)[N:9]([CH2:23][CH2:24][CH3:25])[CH2:8]1)=[O:5])[CH3:2].[OH-].[K+].[CH2:30](I)[CH2:31][CH3:32].O>S([O-])(O)(=O)=O.C([N+](CCCC)(CCCC)CCCC)CCC.O1CCCC1>[CH2:26]([N:3]([CH2:1][CH3:2])[C:4]([NH:6][C@H:7]1[CH2:21][C@H:20]2[C@@H:10]([CH2:11][C:12]3[C:22]4[C:15](=[CH:16][CH:17]=[CH:18][C:19]2=4)[N:14]([CH2:30][CH2:31][CH3:32])[CH:13]=3)[N:9]([CH2:23][CH2:24][CH3:25])[CH2:8]1)=[O:5])[CH3:27] |f:1.2,5.6|. Reported procedure: Under nitrogen, 2 g of 1,1-diethyl-3-(6-n-propyl-8α-ergolinyl)urea, 2.7 g of pulverized KOH, 217 mg of tetrabutylammonium hydrogen sulfate, and 5.5 ml of n-propyl iodide are stirred in 100 ml of absolute tetrahydrofuran for 5 hours at room temperature. After adding 50 ml of H2O, the mixture is extracted with ethyl acetate, rinsed, and dried, thus obtaining 1.8 g (80% of theory) as an oil [α]D =+2.6° (c=0.5 CHCl3) Reactants: C1CCOC1, CC1(C)CC(=O)CC(C)(C)C1, O=C(c1ccccc1)c1ccc(O)cc1. Yields the product CC1(C)CC(=C(c2ccccc2)c2ccc(O)cc2)CC(C)(C)C1. As a reaction SMILES: [CH2:27]1[O:28][CH2:29][CH2:30][CH2:31]1.[CH3:16][C:17]1([CH3:26])[CH2:18][C:19](=[O:25])[CH2:20][C:21]([CH3:23])([CH3:24])[CH2:22]1.[OH:1][c:2]1[cH:3][cH:4][c:5]([C:8](=[O:9])[c:10]2[cH:11][cH:12][cH:13][cH:14][cH:15]2)[cH:6][cH:7]1>>[OH:1][c:2]1[cH:3][cH:4][c:5]([C:8]([c:10]2[cH:11][cH:12][cH:13][cH:14][cH:15]2)=[C:19]2[CH2:18][C:17]([CH3:16])([CH3:26])[CH2:22][C:21]([CH3:23])([CH3:24])[CH2:20]2)[cH:6][cH:7]1. Reactants: O (Water), O1C(COC2=C1C=CC=C2)CN2CC(CCC2)(CC)CO ([1-(2,3-dihydrobenzo[1,4]dioxin-2-ylmethyl)-3-ethylpiperidin-3-yl]methanol), [OH-].[Na+] (NaOH), BrCC(=O)OC(C)(C)C (tert-butyl bromoacetate). The reagents and catalysts are S(=O)(=O)(O)[O-].C(CCC)[N+](CCCC)(CCCC)CCCC (tetrabutylammonium hydrogensulfate). Solvent: C(Cl)Cl (DCM). Reaction conditions: time 24 hour. Product: C(C)(C)(C)OCCOCC1(CN(CCC1)CC1COC2=C(O1)C=CC=C2)CC (3-(2-tert-butoxy-ethoxymethyl)-1-(2,3-dihydrobenzo[1,4]dioxin-2-ylmethyl)-3-ethylpiperidine). As a reaction SMILES: [O:1]1[C:6]2[CH:7]=[CH:8][CH:9]=[CH:10][C:5]=2[O:4][CH2:3][CH:2]1[CH2:11][N:12]1[CH2:17][CH2:16][CH2:15][C:14]([CH2:20][OH:21])([CH2:18][CH3:19])[CH2:13]1.[OH-].[Na+].Br[CH2:25][C:26]([O:28][C:29]([CH3:32])([CH3:31])[CH3:30])=O.O>C(Cl)Cl.S([O-])(O)(=O)=O.C([N+](CCCC)(CCCC)CCCC)CCC>[C:29]([O:28][CH2:26][CH2:25][O:21][CH2:20][C:14]1([CH2:18][CH3:19])[CH2:15][CH2:16][CH2:17][N:12]([CH2:11][CH:2]2[O:1][C:6]3[CH:7]=[CH:8][CH:9]=[CH:10][C:5]=3[O:4][CH2:3]2)[CH2:13]1)([CH3:32])([CH3:31])[CH3:30] |f:1.2,6.7|. Procedure: To a solution of [1-(2,3-dihydrobenzo[1,4]dioxin-2-ylmethyl)-3-ethylpiperidin-3-yl]methanol (0.40 g, 1.37 mmol) in DCM (1.5 ml) was added 50% NaOH (6 ml), tetrabutylammonium hydrogensulfate (0.46 g, 1.37 mmol) and tert-butyl bromoacetate (5.35 g, 27.45 mmol). The reaction mixture was stirred at RT for 24 h. Water was added, the reaction mixture was extracted with EtOAc (3×10 ml). The combined organic phases were dried over Na2SO4, filtered and the filtrate was evaporated to give 3-(2-tert-butoxy...